Dataset: the Open Reaction Database (ORD), a public repository of structured organic reaction records. Task: describe an organic reaction: reactants, conditions, products, and yield The reactants are C(C1=CC=CC=C1)C1(C(CC1=O)=O)C (2-benzyl-2-methyl-cyclobutane-1,3-dione), C(C1=CC=CC=C1)=O (benzaldehyde), CC(CC1=CNC2=CC(=CC=C12)C)(C)NC(C)=O (N-[1,1-dimethyl-2-(6-methyl-1H-indol-3-yl)-ethyl]-acetamide). Yields the product C(C1=CC=CC=C1)C1(C(=C(C1=O)C(C=1NC2=CC(=CC=C2C1CC(C)(C)NC(C)=O)C)C1=CC=CC=C1)O)C (N-(2-{2-[(3-Benzyl-2-hydroxy-3-methyl-4-oxo-cyclobut-1-enyl)-phenyl-methyl]-6-methyl-1H-indol-3-yl}-1,1-dimethyl-ethyl)-acetamide). Reaction SMILES: [CH2:1]([C:8]1([CH3:14])[C:11](=[O:12])[CH2:10][C:9]1=[O:13])[C:2]1[CH:7]=[CH:6][CH:5]=[CH:4][CH:3]=1.[CH:15](=O)[C:16]1[CH:21]=[CH:20][CH:19]=[CH:18][CH:17]=1.[CH3:23][C:24]([NH:37][C:38](=[O:40])[CH3:39])([CH3:36])[CH2:25][C:26]1[C:34]2[C:29](=[CH:30][C:31]([CH3:35])=[CH:32][CH:33]=2)[NH:28][CH:27]=1>>[CH2:1]([C:8]1([CH3:14])[C:9](=[O:13])[C:10]([CH:15]([C:16]2[CH:21]=[CH:20][CH:19]=[CH:18][CH:17]=2)[C:27]2[NH:28][C:29]3[C:34]([C:26]=2[CH2:25][C:24]([NH:37][C:38](=[O:40])[CH3:39])([CH3:23])[CH3:36])=[CH:33][CH:32]=[C:31]([CH3:35])[CH:30]=3)=[C:11]1[OH:12])[C:2]1[CH:7]=[CH:6][CH:5]=[CH:4][CH:3]=1. Procedure: Using general procedure C, 2-benzyl-2-methyl-cyclobutane-1,3-dione (Lit. 1) was reacted with benzaldehyde and N-[1,1-dimethyl-2-(6-methyl-1H-indol-3-yl)-ethyl]-acetamide (from Example 1.2) to give the title compound as a red solid. MS: 519.5 ([M−H]−). The reactants are Cl.Cl.N1C(CNCC1)C(=O)O (piperazine-2-carboxylic acid dihydrochloride), C([O-])(O)=O.[Na+] (sodium bicarbonate), C[Si](C)(C)C=[N+]=[N-] ((Trimethylsilyl)diazomethane). Run in CO (MeOH), C(Cl)Cl (CH2Cl2). Conditions: time 4 hour. Yields the product N1C(CNCC1)C(=O)OC (methyl piperazine-2-carboxylate). Isolated yield 28119.6%. As a reaction SMILES: Cl.Cl.[NH:3]1[CH2:8][CH2:7][NH:6][CH2:5][CH:4]1[C:9]([OH:11])=[O:10].[C:12](=O)(O)[O-].[Na+].C[Si](C=[N+]=[N-])(C)C>CO.C(Cl)Cl>[NH:3]1[CH2:8][CH2:7][NH:6][CH2:5][CH:4]1[C:9]([O:11][CH3:12])=[O:10] |f:0.1.2,3.4|. Procedure details: piperazine-2-carboxylic acid dihydrochloride (750 mg, 3.7 mmol) was suspended in MeOH (15 mL) and sodium bicarbonate (620 mg, 7.4 mmol) was added and stirred for 4 h. The reaction mixture was diluted with CH2Cl2 (15 mL) and cooled to 0° C. (Trimethylsilyl)diazomethane (15 mL, 2M in hexane) was added dropwise until the yellow color persisted. The solution was stirred at room temperature for 3 h and concentrated under reduced pressure. The crude product was purified by column chromatography (neutr... The reactants are CO, O=C(c1ccc([N+](=O)[O-])cc1)n1cc[nH]c1=O. As a reaction SMILES: [CH3:18][OH:19].[N+:1]([O-:2])(=[O:3])[c:4]1[cH:5][cH:6][c:7]([C:8](=[O:9])[n:10]2[c:11](=[O:15])[nH:12][cH:13][cH:14]2)[cH:16][cH:17]1>>[NH2:1][c:4]1[cH:5][cH:6][c:7]([C:8](=[O:9])[n:10]2[c:11](=[O:15])[nH:12][cH:13][cH:14]2)[cH:16][cH:17]1. Product: Nc1ccc(C(=O)n2cc[nH]c2=O)cc1. Reactants: B(OC1=CC=C(C=C1)OCC)([O-])[O-] (4-ethoxyphenyl borate), BrC=1C=CC2=C(C=C(CCN2C)C(=O)NC2=CC=C(C=C2)CN(C2CCOCC2)C)C1 (7-bromo-1-methyl-N-[4-[[N-methyl-N-(tetrahydropyran-4-yl)amino]methyl]phenyl]-2,3-dihydro-1-benzoazepine-4-carboxamide), tetrakistriphenylphosphine palladium, C([O-])([O-])=O.[K+].[K+] (potassium carbonate). Run in O.C(C)O.C1(=CC=CC=C1)C (water ethanol toluene), C(C)(=O)OCC (ethyl acetate). Reaction conditions: time 30 minute. Product: C(C)OC1=CC=C(C=C1)C=1C=CC2=C(C=C(CCN2C)C(=O)NC2=CC=C(C=C2)CN(C2CCOCC2)C)C1 (7-(4-ethoxyphenyl)-1-methyl-N-[4-[[N-methyl-N-(tetrahydropyran-4-yl)amino]methyl]phenyl]-2,3-dihydro-1-benzoazepine-4-carboxamide). Yield: 34.6%. RXN SMILES: B([O-])([O-])O[C:3]1[CH:8]=[CH:7][C:6]([O:9][CH2:10][CH3:11])=[CH:5][CH:4]=1.Br[C:15]1[CH:16]=[CH:17][C:18]2[N:24]([CH3:25])[CH2:23][CH2:22][C:21]([C:26]([NH:28][C:29]3[CH:34]=[CH:33][C:32]([CH2:35][N:36]([CH3:43])[CH:37]4[CH2:42][CH2:41][O:40][CH2:39][CH2:38]4)=[CH:31][CH:30]=3)=[O:27])=[CH:20][C:19]=2[CH:44]=1.C(=O)([O-])[O-].[K+].[K+]>O.C(O)C.C1(C)C=CC=CC=1.C(OCC)(=O)C>[CH2:10]([O:9][C:6]1[CH:7]=[CH:8][C:3]([C:15]2[CH:16]=[CH:17][C:18]3[N:24]([CH3:25])[CH2:23][CH2:22][C:21]([C:26]([NH:28][C:29]4[CH:30]=[CH:31][C:32]([CH2:35][N:36]([CH3:43])[CH:37]5[CH2:42][CH2:41][O:40][CH2:39][CH2:38]5)=[CH:33][CH:34]=4)=[O:27])=[CH:20][C:19]=3[CH:44]=2)=[CH:4][CH:5]=1)[CH3:11] |f:2.3.4,5.6.7|. Procedure: In water:ethanol:toluene (1:1:10, 18.0 ml) were dissolved 4-ethoxyphenyl borate (252 mg) and 7-bromo-1-methyl-N-[4-[[N-methyl-N-(tetrahydropyran-4-yl)amino]methyl]phenyl]-2,3-dihydro-1-benzoazepine-4-carboxamide (613 mg), and to the mixture was added potassium carbonate (420 mg). The mixture was stirred under argon atmosphere for 30 minutes, and to the mixture was added tetrakistriphenylphosphine palladium (59 mg). Under argon atmosphere, the mixture was refluxed for 17 hours. The mixture was di... Reactants: C1(CCCCC1)=O (cyclohexanone), C(C)(C)[N-]C(C)C.[Li+] (Lithium diisopropylamide), C(C)(C)NC(C)C (diisopropylamine), C(CCC)[Li] (n-butyl lithium), C(C)(C)(C)OC(=O)N1CCC(C(=O)O)CC1 (N-tert-butoxycarbonylisonipecotic acid). Solvent: C(Cl)(Cl)Cl (chloroform), O1CCCC1 (tetrahydrofuran), CO (methanol). Conditions: temperature -78 celsius, time 1 hour. The product is C(C)(C)(C)OC(=O)N1CCC(CC1)C(=O)C1C(CCCC1)=O (2-((1-tert-butoxycarbonylpiperidin-4-yl)carbonyl)cyclohexanone). Reaction SMILES: C([N-]C(C)C)(C)C.[Li+].C(NC(C)C)(C)C.C([Li])CCC.[C:21]1(=[O:27])[CH2:26][CH2:25][CH2:24][CH2:23][CH2:22]1.[C:28]([O:32][C:33]([N:35]1[CH2:43][CH2:42][CH:38]([C:39](O)=[O:40])[CH2:37][CH2:36]1)=[O:34])([CH3:31])([CH3:30])[CH3:29]>O1CCCC1.CO.C(Cl)(Cl)Cl>[C:28]([O:32][C:33]([N:35]1[CH2:43][CH2:42][CH:38]([C:39]([CH:22]2[CH2:23][CH2:24][CH2:25][CH2:26][C:21]2=[O:27])=[O:40])[CH2:37][CH2:36]1)=[O:34])([CH3:31])([CH3:30])[CH3:29] |f:0.1|. Reported procedure: Lithium diisopropylamide solution prepared from diisopropylamine (2.8 ml) and 1 M n-butyl lithium (11 ml) in tetrahydrofuran (40 ml) was cooled to −78° C. and cyclohexanone (2.0 ml) was added. The mixture was stirred at −78° C. for 1 hour and 1-tert-butoxycarbonyl-4-imidazocarbonylpiperidine (4.8 g) prepared from N-tert-butoxycarbonylisonipecotic acid was added. The mixture was stirred at room temperature for 1 hour. The reaction mixture was concentrated and water was added to the obtained resid... The reactants are ClC1=CC(=CC=C1)C(=O)OO (m-Chloroperbenzoic acid), ClC1C(C=2C=3C(COCC3C=CC2)=C1)(C#N)C1=NC(=NC(=N1)S(NC)(=O)=O)N (4-(5-chloro-6-cyano-1H,3H benzo[de]isochromen-6-yl)-6-methylsulfamyl-[1,3,5]triazin-2-ylamine). The solvent is C(Cl)Cl (methylene chloride). Conditions: time 15 hour. Product: ClC1C(C=2C=3C(COCC3C=CC2)=C1)(C#N)C1=NC(=NC(=N1)S(=O)C)N (4-(5-Chloro-6-cyano-1H,3H benzo[de]isochromen-6-yl)-6-methylsulfinyl-[1,3,5]triazin-2-ylamine), solid. Yield: 79.0%. RXN SMILES: Cl[C:2]1C=CC=C(C(OO)=O)C=1.[Cl:12][CH:13]1[CH:25]=[C:17]2[CH2:18][O:19][CH2:20][C:21]3[CH:22]=[CH:23][CH:24]=[C:15]([C:16]=32)[C:14]1([C:28]1[N:33]=[C:32]([S:34](=O)(=[O:37])NC)[N:31]=[C:30]([NH2:39])[N:29]=1)[C:26]#[N:27]>C(Cl)Cl>[Cl:12][CH:13]1[CH:25]=[C:17]2[CH2:18][O:19][CH2:20][C:21]3[CH:22]=[CH:23][CH:24]=[C:15]([C:16]=32)[C:14]1([C:28]1[N:33]=[C:32]([S:34]([CH3:2])=[O:37])[N:31]=[C:30]([NH2:39])[N:29]=1)[C:26]#[N:27]. Procedure: m-Chloroperbenzoic acid (7.10 g, 31.9 mmol) was added to a solution of 4-(5-chloro-6-cyano-1H,3H benzo[de]isochromen-6-yl)-6-methylsulfamyl-[1,3,5]triazin-2-ylamine (10.0 g, 29.0 mmol) in methylene chloride (100 mL) at room temperature. After the reaction solution was stirred at room temperature for 15 hours, the precipitate was collected by filtration. The resulting precipitate was suspended in methylene chloride, and stirred at room temperature for 3 hours. The insoluble material was collected... The reactants are Cc1ccc(N)cc1, CC(=O)O, O=C1OC(=O)c2c1cc([N+](=O)[O-])cc2[N+](=O)[O-]. The product is Cc1ccc(N2C(=O)c3cc([N+](=O)[O-])cc([N+](=O)[O-])c3C2=O)cc1. As a reaction SMILES: [CH3:18][c:19]1[cH:20][cH:21][c:22]([NH2:23])[cH:24][cH:25]1.[CH3:26][C:27](=[O:28])[OH:29].[N+:1](=[O:2])([O-:3])[c:4]1[c:5]2[c:6]([cH:12][c:13]([N+:15](=[O:16])[O-:17])[cH:14]1)[C:7](=[O:8])[O:9][C:10]2=[O:11]>>[N+:1](=[O:2])([O-:3])[c:4]1[c:5]2[c:6]([cH:12][c:13]([N+:15](=[O:16])[O-:17])[cH:14]1)[C:7](=[O:9])[N:23]([c:22]1[cH:21][cH:20][c:19]([CH3:18])[cH:25][cH:24]1)[C:10]2=[O:11].